From a dataset of the Open Reaction Database (ORD), a public repository of structured organic reaction records. describe an organic reaction: reactants, conditions, products, and yield The reactants are BrC=1C=C(NC2=NN=C(C3=CC=CC=C23)CC2=CC(=NC=C2)C)C=CC1 (1-(3-bromoanilino) 4-[(2-methyl-4-pyridyl)methyl]phthalazine), C(=O)N (formamide). Product: BrC=1C=C(C=CC1)NC1=NN=C(C2=CC=CC=C12)CC1=CC(=NC=C1)C(=O)N (4-[4-(3-Bromophenylamino)phthalazin-1-ylmethyl]-pyridin-2-yl carboxylic acid amide). Isolated yield 10.6%. As a reaction SMILES: [CH:1]([NH2:3])=[O:2].[Br:4][C:5]1[CH:6]=[C:7]([CH:27]=[CH:28][CH:29]=1)[NH:8][C:9]1[C:18]2[C:13](=[CH:14][CH:15]=[CH:16][CH:17]=2)[C:12]([CH2:19][C:20]2[CH:25]=[CH:24][N:23]=[C:22](C)[CH:21]=2)=[N:11][N:10]=1>>[Br:4][C:5]1[CH:6]=[C:7]([NH:8][C:9]2[C:18]3[C:13](=[CH:14][CH:15]=[CH:16][CH:17]=3)[C:12]([CH2:19][C:20]3[CH:21]=[CH:22][N:23]=[C:24]([C:1]([NH2:3])=[O:2])[CH:25]=3)=[N:11][N:10]=2)[CH:27]=[CH:28][CH:29]=1. Procedure details: The procedure used for the preparation of Example 1, but replacing N-methylformamide with formamide, was used to prepare the title compound (0.059 g, 0.13 mmol, 10.6% yield) from 1-(3-bromoanilino) 4-[(2-methyl-4-pyridyl)methyl]phthalazine (for preparation see Novartis patent WO98/35958, 11.02.98). 1H-NMR (DMSO-d6) 9.31 (s, 1H), 8.58 (d, J=7.7, 1H), 8.49 (d, J=5.3, 1H), 8.35 (s, 1H), 8.13 (d, J=7.5, 1H), 8.05 (broad s, 1H), 7.89 to 7.99 (m, 4H), 7.59 (broad s, 1H), 7.53 (dd, J=5.1, 1.5, 1H), 7.2...